From a dataset of the Open Reaction Database (ORD), a public repository of structured organic reaction records. describe an organic reaction: reactants, conditions, products, and yield The product is Clc1ccc(-c2nc3n(c2Br)CCS3)c(Cl)c1. Reactants: O=C1CCC(=O)N1Br, CN(C)C=O, Clc1ccc(-c2cn3c(n2)SCC3)c(Cl)c1, O. Reaction SMILES: [Br:17][N:18]1[C:19](=[O:20])[CH2:21][CH2:22][C:23]1=[O:24].[CH3:25][N:26]([CH3:27])[CH:28]=[O:29].[Cl:1][c:2]1[c:3](-[c:9]2[n:10][c:11]3[n:15]([cH:16]2)[CH2:14][CH2:13][S:12]3)[cH:4][cH:5][c:6]([Cl:8])[cH:7]1.[OH2:30]>>[Cl:1][c:2]1[c:3](-[c:9]2[n:10][c:11]3[n:15]([c:16]2[Br:17])[CH2:14][CH2:13][S:12]3)[cH:4][cH:5][c:6]([Cl:8])[cH:7]1. Reactants: NC1=CC=C(C=C1)C=1N=CN(C1C1=CC2=C(N=CN=C2N)S1)C (6-[4-(4-aminophenyl)-1-methyl-1H-imidazol-5-yl]thieno[2,3-d]pyrimidin-4-amine), C(C1=CC=CC=C1)N=C=O (benzyl isocyanate), solid, NC1=CC=C(C=C1)C=1N=CN(C1C1=CC2=C(N=CN=C2N)S1)C (6-[4-(4-aminophenyl)-1-methyl-1H-imidazol-5-yl]thieno[2,3-d]pyrimidin-4-amine), NC=1C=C(C=CC1)C=1N=CN(C1C1=CC2=C(N=CN=C2N)S1)C (6-[4-(3-aminophenyl)-1-methyl-1H-imidazol-5-yl]thieno[2,3-d]pyrimidin-4-amine). Yields the product NC=1C2=C(N=CN1)SC(=C2)C2=C(N=CN2C)C2=CC=C(C=C2)NC(=O)NCC2=CC=CC=C2 (N-{4-[5-(4-Aminothieno[2,3-d]pyrimidin-6-yl)-1-methyl-1H-imidazol-4-yl]phenyl}-N′-benzylurea). As a reaction SMILES: [NH2:1][C:2]1[CH:7]=[CH:6][C:5]([C:8]2[N:9]=[CH:10][N:11]([CH3:23])[C:12]=2[C:13]2[S:22][C:16]3[N:17]=[CH:18][N:19]=[C:20]([NH2:21])[C:15]=3[CH:14]=2)=[CH:4][CH:3]=1.NC1C=C(C2N=CN(C)C=2C2SC3N=CN=C(N)C=3C=2)C=CC=1.[CH2:47]([N:54]=[C:55]=[O:56])[C:48]1[CH:53]=[CH:52][CH:51]=[CH:50][CH:49]=1>>[NH2:21][C:20]1[C:15]2[CH:14]=[C:13]([C:12]3[N:11]([CH3:23])[CH:10]=[N:9][C:8]=3[C:5]3[CH:6]=[CH:7][C:2]([NH:1][C:55]([NH:54][CH2:47][C:48]4[CH:53]=[CH:52][CH:51]=[CH:50][CH:49]=4)=[O:56])=[CH:3][CH:4]=3)[S:22][C:16]=2[N:17]=[CH:18][N:19]=1. Reported procedure: The title compound was prepared by a similar process to that described for Example 186 but using 6-[4-(4-aminophenyl)-1-methyl-1H-imidazol-5-yl]thieno[2,3-d]pyrimidin-4-amine (Intermediate 112) in place of 6-[4-(3-aminophenyl)-1-methyl-1H-imidazol-5-yl]thieno[2,3-d]pyrimidin-4-amine (Intermediate 110) and using benzyl isocyanate in place of phenyl isocyanate. Yellow solid (10 mg, 36%); Starting materials: CCOC(=O)C=CC=C(c1ccc(Cl)cc1)c1ccc(Cl)cc1, CO, [Na+], [OH-]. The product is O=C(O)C=CC=C(c1ccc(Cl)cc1)c1ccc(Cl)cc1. Reaction SMILES: [CH2:1]([CH3:2])[O:3][C:4]([CH:5]=[CH:6][CH:7]=[C:8]([c:9]1[cH:10][cH:11][c:12]([Cl:15])[cH:13][cH:14]1)[c:16]1[cH:17][cH:18][c:19]([Cl:22])[cH:20][cH:21]1)=[O:23].[CH3:24][OH:25].[Na+:27].[OH-:26]>>[O:3]=[C:4]([CH:5]=[CH:6][CH:7]=[C:8]([c:9]1[cH:10][cH:11][c:12]([Cl:15])[cH:13][cH:14]1)[c:16]1[cH:17][cH:18][c:19]([Cl:22])[cH:20][cH:21]1)[OH:23]. Starting materials: OC(=O)C(F)(F)F.C(C1=CC=CC=C1)N1C(C2=NC(=C(N=C2CC1)NC(C)C)N1CCC(CC1)OC1=C(C=C(C=C1)F)F)C (6-benzyl-3-(4-(2,4-difluorophenoxyl)piperidin-1-yl)-N-isopropyl-5-methyl-5,6,7,8-tetrahydropyrido[3,4-b]pyrazin-2-amine TFA salt). The reagents and catalysts are [OH-].[OH-].[Pd+2] (Pd(OH)2 on carbon). Run in C1CCOC1 (THF). Yields the product FC1=C(OC2CCN(CC2)C2=C(N=C3C(=N2)C(NCC3)C)NC(C)C)C=CC(=C1)F (3-(4-(2,4-difluorophenoxyl)piperidin-1-yl)-N-isopropyl-5-methyl-5,6,7,8-tetrahydropyrido[3,4-b]pyrazin-2-amine), C(=O)(C(F)(F)F)O (TFA). The yield is 480.4%. As a reaction SMILES: [OH:1][C:2]([C:4]([F:7])([F:6])[F:5])=[O:3].C([N:15]1[CH2:24][CH2:23][C:22]2[C:17](=[N:18][C:19]([N:29]3[CH2:34][CH2:33][CH:32]([O:35][C:36]4[CH:41]=[CH:40][C:39]([F:42])=[CH:38][C:37]=4[F:43])[CH2:31][CH2:30]3)=[C:20]([NH:25][CH:26]([CH3:28])[CH3:27])[N:21]=2)[CH:16]1[CH3:44])C1C=CC=CC=1>C1COCC1.[OH-].[OH-].[Pd+2]>[F:43][C:37]1[CH:38]=[C:39]([F:42])[CH:40]=[CH:41][C:36]=1[O:35][CH:32]1[CH2:31][CH2:30][N:29]([C:19]2[N:18]=[C:17]3[CH:16]([CH3:44])[NH:15][CH2:24][CH2:23][C:22]3=[N:21][C:20]=2[NH:25][CH:26]([CH3:28])[CH3:27])[CH2:34][CH2:33]1.[C:2]([OH:3])([C:4]([F:7])([F:6])[F:5])=[O:1] |f:0.1,3.4.5|. Procedure details: A solution of 6-benzyl-3-(4-(2,4-difluorophenoxyl)piperidin-1-yl)-N-isopropyl-5-methyl-5,6,7,8-tetrahydropyrido[3,4-b]pyrazin-2-amine TFA salt (150 mg, 0.241 mmol) and Pd(OH)2 on carbon (16.9 mg, 0.024 mmol) in THF (1.21 mL) was purged and placed under hydrogen atmosphere (balloon) overnight. The mixture was then filtered through Celite™ and concentrated to give the title compound as its TFA salt (132 mg). Starting materials: C1(=CC=CC=C1)C(=O)C1CCN(CC1)CCC1=CC=CC=C1.Cl (phenyl[1-(2-phenylethyl)-4-piperidinyl]methanone·HCl), [OH-].[Na+] (sodium hydroxide). The solvent is C(Cl)Cl (methylene chloride). Reaction SMILES: [C:1]1([C:7]([CH:9]2[CH2:14][CH2:13][N:12]([CH2:15][CH2:16][C:17]3[CH:22]=[CH:21][CH:20]=[CH:19][CH:18]=3)[CH2:11][CH2:10]2)=[O:8])[CH:6]=[CH:5][CH:4]=[CH:3][CH:2]=1.Cl.[OH-].[Na+]>C(Cl)Cl>[C:1]1([C:7]([CH:9]2[CH2:14][CH2:13][N:12]([CH2:15][CH2:16][C:17]3[CH:22]=[CH:21][CH:20]=[CH:19][CH:18]=3)[CH2:11][CH2:10]2)=[O:8])[CH:2]=[CH:3][CH:4]=[CH:5][CH:6]=1 |f:0.1,2.3|. Procedure: Mix phenyl[1-(2-phenylethyl)-4-piperidinyl]methanone·HCl (5.0g, 15.16mmol), 1N sodium hydroxide (100mL) and methylene chloride (250mL) and stir overnight at room temperature. Separate the organic phase and extract the aqueous phase with methylene chloride. Combine the organic phases, dry (MgSO4) and evaporate the solvent in vacuo to give phenyl[1-(2-phenylethyl)-4-piperidinyl]methanone. Conditions: time 8 hour. Product: C1(=CC=CC=C1)C(=O)C1CCN(CC1)CCC1=CC=CC=C1 (phenyl[1-(2-phenylethyl)-4-piperidinyl]methanone). The reactants are NC(CC(C(=O)OCC)C)C1=C(C=CC=C1OC)OC (ethyl 4-amino-4-(2,6-dimethoxyphenyl)-2-methylbutanoate), N1=CC(=CC=C1)C=1C=C(C=O)C=CC1 (3-(pyridin-3-yl)benzaldehyde). Product: COC1=C(C(=CC=C1)OC)C1CC(C(N1CC1=CC(=CC=C1)C=1C=NC=CC1)=O)C (5-(2,6-dimethoxyphenyl)-3-methyl-1-(3-(pyridin-3-yl)benzyl)pyrrolidin-2-one). Reaction SMILES: [NH2:1][CH:2]([C:11]1[C:16]([O:17][CH3:18])=[CH:15][CH:14]=[CH:13][C:12]=1[O:19][CH3:20])[CH2:3][CH:4]([CH3:10])[C:5]([O:7]CC)=O.[N:21]1[CH:26]=[CH:25][CH:24]=[C:23]([C:27]2[CH:28]=[C:29]([CH:32]=[CH:33][CH:34]=2)[CH:30]=O)[CH:22]=1>>[CH3:18][O:17][C:16]1[CH:15]=[CH:14][CH:13]=[C:12]([O:19][CH3:20])[C:11]=1[CH:2]1[N:1]([CH2:30][C:29]2[CH:32]=[CH:33][CH:34]=[C:27]([C:23]3[CH:22]=[N:21][CH:26]=[CH:25][CH:24]=3)[CH:28]=2)[C:5](=[O:7])[CH:4]([CH3:10])[CH2:3]1. Reported procedure: Prepared according to the described general procedure 2 (GP2) by reaction of ethyl 4-amino-4-(2,6-dimethoxyphenyl)-2-methylbutanoate with commercially available 3-(pyridin-3-yl)benzaldehyde. Subsequent purification by preparative HPLC afforded the target compound. LC-MS (conditions A): tR=0.61 min.; [M+H]+: 403.00 g/mol.